Dataset: the Open Reaction Database (ORD), a public repository of structured organic reaction records. Task: describe an organic reaction: reactants, conditions, products, and yield The reactants are ( d ), C(=O)(OCC)C1(C(C(C(C1)C)=O)C#N)C (3-carboethoxy-2-cyano-3,5-dimethylcyclopentanone), OOS(=O)[O-].[K+] (Caroat), ( d ). The solvent is O (water). Yields the product CC1=CC(C(C1)(O)C)=O (3,5-dimethylcyclopent-2-en-5-olone). The yield is 70.0%. RXN SMILES: [C:1]([C:6]1(C)[CH2:10][CH:9]([CH3:11])[C:8](=[O:12])[CH:7]1C#N)(OCC)=O.[OH:16]OS([O-])=O.[K+]>O>[CH3:1][C:6]1[CH2:10][C:9]([CH3:11])([OH:16])[C:8](=[O:12])[CH:7]=1 |f:1.2|. Procedure: The same product as that of paragraph (d) of Example 5 can also be obtained by treating 3-carboethoxy-2-cyano-3,5-dimethylcyclopentanone [see paragraph (a) of Example 5] with Caroat, acidifying the resulting mixture of pH 1 and then refluxing the mixture for 24 hours. Working-up as described in paragraph (d) of Example 5 yields 70% of pure crystalline 3,5-dimethylcyclopent-2-en-5-olone of melting point 92°-93° C. (from water). Yields the product FC(CC(=O)O)=C(F)F (3,4,4-trifluoro-3-butenoic acid). Isolated yield 65.0%. RXN SMILES: O.CC(C)=[O:4].OS(O)(=O)=O.O=[Cr](=O)=O.[F:15][C:16](=[C:20]([F:22])[F:21])[CH2:17][CH2:18][OH:19]>CC(C)=O>[F:15][C:16](=[C:20]([F:22])[F:21])[CH2:17][C:18]([OH:4])=[O:19] |f:1.2.3|. The solvent is CC(=O)C (acetone), CC(=O)C (acetone). Reported procedure: A mechanically stirred 12 L glass reactor clad with a jacket cooled with tap water was charged with 100 mL of acetone and 100 mL of Jones reagent. A solution of 3,4,4-trifluoro-3-buten-1-ol (850 g, 6.75 mol) diluted to a total volume of 5.0 L in acetone was added simultaneously with 5.0 L of Jones reagent via a twin head peristaltic pump capable of of a pump rate ca. 120 mL/min. A reaction temperature of 51°-54° C. was maintained by adjusting the pump rate and the tap water cooling flow. Followi... Reactants: O (water), FC(CCO)=C(F)F (3,4,4-trifluoro-3-buten-1-ol), CC(=O)C.OS(=O)(=O)O.O=[Cr](=O)=O (Jones reagent), O (water), CC(=O)C.OS(=O)(=O)O.O=[Cr](=O)=O (Jones reagent). The reactants are C([O-])(O)=O.[Na+] (sodium bicarbonate), O([Si](C)(C)C(C)(C)C)C1C=C(C(C1)=O)SCCCCCCCC (4-t-Butyldimethylsiloxy-2-n-octylthiocyclopent-2-en-1-one). Run in mixture, C(C)(=O)O (acetic acid), O (water), O1CCCC1 (tetrahydrofuran). Yields the product OC1C=C(C(C1)=O)SCCCCCCCC (4-hydroxy-2-n-octylthiocyclopent-2-en-1-one). Isolated yield 78.5%. Reaction SMILES: [O:1]([CH:9]1[CH2:13][C:12](=[O:14])[C:11]([S:15][CH2:16][CH2:17][CH2:18][CH2:19][CH2:20][CH2:21][CH2:22][CH3:23])=[CH:10]1)[Si](C(C)(C)C)(C)C.C(=O)(O)[O-].[Na+]>C(O)(=O)C.O.O1CCCC1>[OH:1][CH:9]1[CH2:13][C:12](=[O:14])[C:11]([S:15][CH2:16][CH2:17][CH2:18][CH2:19][CH2:20][CH2:21][CH2:22][CH3:23])=[CH:10]1 |f:1.2|. Reported procedure: 4-t-Butyldimethylsiloxy-2-n-octylthiocyclopent-2-en-1-one (90 mg) was dissolved in 5 ml of a mixture of acetic acid, water and tetrahydrofuran in a ratio of 3:1:1, and reacted at room temperature for 48 hours. The reaction mixture was neutralized with sodium bicarbonate, and extracted with ethyl acetate. The extract was treated by conventional methods, and chromatographed on a thin layer plate with cyclohexane/ethyl acetate (4/6) to afford 48 mg of 4-hydroxy-2-n-octylthiocyclopent-2-en-1-one in ... The reactants are ClCC(=O)CCl (1,3-Dichloroacetone), FC1=C(C=CC(=C1F)F)NC([S-])=S.C(C)[NH+](CC)CC (triethylammonium N-(2,3,4-trifluorophenyl)dithiocarbamate). Solvent: C(Cl)Cl (methylene chloride). The product is FC1=C(C=CC(=C1F)F)NC(SCC(CCl)=O)=S (3-chloro-2-oxopropyl N-(2,3,4-trifluorophenyl)dithiocarbamate). Yield: 86.9%. RXN SMILES: [Cl:1][CH2:2][C:3]([CH2:5]Cl)=[O:4].[F:7][C:8]1[C:13]([F:14])=[C:12]([F:15])[CH:11]=[CH:10][C:9]=1[NH:16][C:17](=[S:19])[S-:18].C([NH+](CC)CC)C>C(Cl)Cl>[F:7][C:8]1[C:13]([F:14])=[C:12]([F:15])[CH:11]=[CH:10][C:9]=1[NH:16][C:17](=[S:18])[S:19][CH2:5][C:3](=[O:4])[CH2:2][Cl:1] |f:1.2|. Procedure: 1,3-Dichloroacetone (2.0 g) is added to methylene chloride (100 ml), and thereto is added triethylammonium N-(2,3,4-trifluorophenyl)dithiocarbamate (cf. European Patent Publication 286089) (5.0 g) with stirring at 2° to 5° C. The mixture is stirred for additional 60 minutes and then washed with 3N hydrochloric acid and water in this order. The organic layer is dried over anhydrous sodium sulfate and distilled under reduced pressure to remove the solvent. The residue is crystallized from a mixtur... The reactants are COC(=O)CC(C)=O, CCCCCC(=O)O, O=Cc1cccc(Cl)c1Cl, c1ccncc1, c1ccccc1. Product: COC(=O)C(=Cc1cccc(Cl)c1Cl)C(C)=O. RXN SMILES: [C:11]([CH2:12][C:13](=[O:14])[CH3:15])(=[O:16])[O:17][CH3:18].[CH3:25][CH2:26][CH2:27][CH2:28][CH2:29][C:30](=[O:31])[OH:32].[Cl:1][c:2]1[c:3]([CH:4]=[O:5])[cH:6][cH:7][cH:8][c:9]1[Cl:10].[cH:19]1[cH:20][cH:21][n:22][cH:23][cH:24]1.[cH:33]1[cH:34][cH:35][cH:36][cH:37][cH:38]1>>[Cl:1][c:2]1[c:3]([CH:4]=[C:12]([C:11](=[O:16])[O:17][CH3:18])[C:13](=[O:14])[CH3:15])[cH:6][cH:7][cH:8][c:9]1[Cl:10]. Isolated yield 96.7%. Reaction conditions: time 3 hour. The reagents and catalysts are [Pd] (Palladium). Procedure details: A mixture of 5.0 g of 2',4'-dihydroxypropiophenone, 5.4 g of benzyl bromide, 6.2 g of potassium carbonate and 50 ml of acetone was refluxed for 7 hours. After cooling, the solid was separated by filtration. The filtrate was concentrated, and the residue was separated by column chromatography to give 4.7 g of 4'-benzyloxy-2'-hydroxypropiophenone as a white solid (yield 61%, melting point 111.5°-112.5° C.). Then, a mixture of 4.5 g of this solid, 3.5 g of ethyl bromoacetate, 6.1 g of potassium car... Reactants: C(C1=CC=CC=C1)OC1=CC2=C(C(=CO2)CC)C=C1 (6-benzyloxy-3-ethylbenzofuran). The product is C(C)C1COC2=C1C=CC(=C2)O (2,3-Dihydro-3-ethyl-6-hydroxybenzofuran). Run in C(C)(=O)O (acetic acid). RXN SMILES: C([O:8][C:9]1[CH:19]=[CH:18][C:12]2[C:13]([CH2:16][CH3:17])=[CH:14][O:15][C:11]=2[CH:10]=1)C1C=CC=CC=1>[Pd].C(O)(=O)C>[CH2:16]([CH:13]1[C:12]2[CH:18]=[CH:19][C:9]([OH:8])=[CH:10][C:11]=2[O:15][CH2:14]1)[CH3:17]. Starting materials: Cc1cc(Br)cc(Br)c1, O=C([O-])[O-], COC(=O)CCc1ccc(O)cc1C, CC(C)(C)C(=O)CC(=O)C(C)(C)C, CN1CCCC1=O, CCOCC, [Cs+], [Cs+], Cl[Cu]. Yields the product COC(=O)CCc1ccc(Oc2cc(C)cc(Br)c2)cc1C. As a reaction SMILES: [Br:1][c:2]1[cH:3][c:4]([Br:9])[cH:5][c:6]([CH3:8])[cH:7]1.[C:37](=[O:38])([O-:39])[O-:40].[CH3:10][O:11][C:12]([CH2:13][CH2:14][c:15]1[c:16]([CH3:22])[cH:17][c:18]([OH:21])[cH:19][cH:20]1)=[O:23].[CH3:24][C:25]([CH3:26])([C:27](=[O:28])[CH2:29][C:30](=[O:31])[C:32]([CH3:33])([CH3:34])[CH3:35])[CH3:36].[CH3:43][N:44]1[CH2:45][CH2:46][CH2:47][C:48]1=[O:49].[CH3:50][CH2:51][O:52][CH2:53][CH3:54].[Cs+:41].[Cs+:42].[Cu:55][Cl:56]>>[c:2]1([O:21][c:18]2[cH:17][c:16]([CH3:22])[c:15]([CH2:14][CH2:13][C:12]([O:11][CH3:10])=[O:23])[cH:20][cH:19]2)[cH:3][c:4]([Br:9])[cH:5][c:6]([CH3:8])[cH:7]1.